Dataset: the Open Reaction Database (ORD), a public repository of structured organic reaction records. Task: describe an organic reaction: reactants, conditions, products, and yield Starting materials: CC(C)(C)OC(=O)N1CCc2sc(C(=O)O)cc2C1, [Li]CCCC, CCCCCC, CI, CCOC(C)=O, Cl, C1CCOC1, O. Yields the product Cc1c(C(=O)O)sc2c1CN(C(=O)OC(C)(C)C)CC2. As a reaction SMILES: [C:1]([CH3:2])([CH3:3])([CH3:4])[O:5][C:6](=[O:7])[N:8]1[CH2:9][c:10]2[c:11]([s:14][c:15]([C:17](=[O:18])[OH:19])[cH:16]2)[CH2:12][CH2:13]1.[CH2:26]([Li:27])[CH2:28][CH2:29][CH3:30].[CH3:20][CH2:21][CH2:22][CH2:23][CH2:24][CH3:25].[CH3:31][I:32].[CH3:40][CH2:41][O:42][C:43](=[O:44])[CH3:45].[ClH:33].[O:34]1[CH2:35][CH2:36][CH2:37][CH2:38]1.[OH2:39]>>[C:1]([CH3:2])([CH3:3])([CH3:4])[O:5][C:6](=[O:7])[N:8]1[CH2:9][c:10]2[c:11]([s:14][c:15]([C:17](=[O:18])[OH:19])[c:16]2[CH3:20])[CH2:12][CH2:13]1. RXN SMILES: [BH4-:37].[CH2:16]([CH2:17][CH2:18][CH2:19][CH2:20][CH3:21])[c:22]1[cH:23][cH:24][c:25]([C:28]#[C:29][c:30]2[cH:31][cH:32][c:33]([NH2:34])[cH:35][cH:36]2)[cH:26][cH:27]1.[CH3:1][C:2]1([CH3:15])[O:3][C:4](=[O:14])[c:5]2[c:6]([cH:8][c:9]([CH:12]=[O:13])[cH:10][cH:11]2)[O:7]1.[Na+:38].[OH2:39]>>[CH3:1][C:2]1([CH3:15])[O:3][C:4](=[O:14])[c:5]2[c:6]([cH:8][c:9]([CH2:12][NH:34][c:33]3[cH:32][cH:31][c:30]([C:29]#[C:28][c:25]4[cH:24][cH:23][c:22]([CH2:16][CH2:17][CH2:18][CH2:19][CH2:20][CH3:21])[cH:27][cH:26]4)[cH:36][cH:35]3)[cH:10][cH:11]2)[O:7]1. The reactants are [BH4-], CCCCCCc1ccc(C#Cc2ccc(N)cc2)cc1, CC1(C)OC(=O)c2ccc(C=O)cc2O1, [Na+], O. Product: CCCCCCc1ccc(C#Cc2ccc(NCc3ccc4c(c3)OC(C)(C)OC4=O)cc2)cc1.